Dataset: the Open Reaction Database (ORD), a public repository of structured organic reaction records. Task: describe an organic reaction: reactants, conditions, products, and yield RXN SMILES: [C:31](=[O:32])([O-:33])[O-:34].[F:6][c:7]1[cH:8][c:9]2[c:10]([nH:11][c:12](=[O:14])[nH:13]2)[cH:15][c:16]1[N+:17](=[O:18])[O-:19].[K+:35].[K+:36].[O:1]=[CH:2][N:3]([CH3:4])[CH3:5].[OH2:37].[cH:20]1[n:21][cH:22][cH:23][c:24]2[c:25]([SH:30])[cH:26][cH:27][cH:28][c:29]12>>[c:7]1([S:30][c:25]2[c:24]3[cH:23][cH:22][n:21][cH:20][c:29]3[cH:28][cH:27][cH:26]2)[cH:8][c:9]2[c:10]([nH:11][c:12](=[O:14])[nH:13]2)[cH:15][c:16]1[N+:17](=[O:18])[O-:19]. Reactants: O=C([O-])[O-], O=c1[nH]c2cc(F)c([N+](=O)[O-])cc2[nH]1, [K+], [K+], CN(C)C=O, O, Sc1cccc2cnccc12. Product: O=c1[nH]c2cc(Sc3cccc4cnccc34)c([N+](=O)[O-])cc2[nH]1. Reactants: CC(C)(C)NC(=O)n1nc(NCC(=O)NC2CNC2)c2cc(C(F)(F)F)ccc21, CC(C)(C)[Si](C)(C)OC1CCC(=O)CC1. Product: CC(C)(C)NC(=O)n1nc(NCC(=O)NC2CN(C3CCC(O[Si](C)(C)C(C)(C)C)CC3)C2)c2cc(C(F)(F)F)ccc21. RXN SMILES: [C:1]([CH3:2])([CH3:3])([CH3:4])[NH:5][C:6](=[O:7])[n:8]1[n:9][c:10]([NH:21][CH2:22][C:23]([NH:24][CH:25]2[CH2:26][NH:27][CH2:28]2)=[O:29])[c:11]2[cH:12][c:13]([C:17]([F:18])([F:19])[F:20])[cH:14][cH:15][c:16]12.[C:30]([CH3:31])([CH3:32])([CH3:33])[Si:34]([O:35][CH:36]1[CH2:37][CH2:38][C:39](=[O:42])[CH2:40][CH2:41]1)([CH3:43])[CH3:44]>>[C:1]([CH3:2])([CH3:3])([CH3:4])[NH:5][C:6](=[O:7])[n:8]1[n:9][c:10]([NH:21][CH2:22][C:23]([NH:24][CH:25]2[CH2:26][N:27]([CH:39]3[CH2:38][CH2:37][CH:36]([O:35][Si:34]([C:30]([CH3:31])([CH3:32])[CH3:33])([CH3:43])[CH3:44])[CH2:41][CH2:40]3)[CH2:28]2)=[O:29])[c:11]2[cH:12][c:13]([C:17]([F:18])([F:19])[F:20])[cH:14][cH:15][c:16]12. Starting materials: C(=O)([O-])[O-].[K+].[K+] (K2CO3), ClC1=C2C(=CN(C1=O)C)CN(C2=O)CCC2=NC1=CC=CC=C1C=C2 (7-chloro-5-methyl-2-(2-quinolin-2-yl-ethyl)-3,5-dihydro-2H-pyrrolo[3,4-c]pyridine-1,6-dione), N1=CC(=CC=C1)B(O)O (pyridine-3-ylboronic acid), O (water). The reagents and catalysts are Cl[Pd]([P](C1=CC=CC=C1)(C2=CC=CC=C2)C3=CC=CC=C3)([P](C4=CC=CC=C4)(C5=CC=CC=C5)C6=CC=CC=C6)Cl (Bis(triphenylphosphine)palladium(II) dichloride). Solvent: CN(C)C=O (DMF). Reaction conditions: temperature 130 celsius. The product is CN1C=C2C(=C(C1=O)C=1C=NC=CC1)C(N(C2)CCC2=NC1=CC=CC=C1C=C2)=O (5-Methyl-7-pyridin-3-yl-2-(2-quinolin-2-yl-ethyl)-3,5-dihydro-2H-pyrrolo[3,4-c]pyridine-1,6-dione). The yield is 89.2%. RXN SMILES: [C:1]([O-:4])([O-])=O.[K+].[K+].Cl[C:8]1[C:13](=[O:14])[N:12]([CH3:15])[CH:11]=[C:10]2[CH2:16][N:17]([CH2:20][CH2:21][C:22]3[CH:31]=[CH:30][C:29]4[C:24](=[CH:25][CH:26]=[CH:27][CH:28]=4)[N:23]=3)C(=O)[C:9]=12.[N:32]1[CH:37]=[CH:36][CH:35]=[C:34](B(O)O)[CH:33]=1.O>CN(C=O)C.Cl[Pd](Cl)([P](C1C=CC=CC=1)(C1C=CC=CC=1)C1C=CC=CC=1)[P](C1C=CC=CC=1)(C1C=CC=CC=1)C1C=CC=CC=1>[CH3:15][N:12]1[C:13](=[O:14])[C:8]([C:34]2[CH:33]=[N:32][CH:37]=[CH:36][CH:35]=2)=[C:9]2[C:1](=[O:4])[N:17]([CH2:20][CH2:21][C:22]3[CH:31]=[CH:30][C:29]4[C:24](=[CH:25][CH:26]=[CH:27][CH:28]=4)[N:23]=3)[CH2:16][C:10]2=[CH:11]1 |f:0.1.2,^1:49,68|. Procedure details: Bis(triphenylphosphine)palladium(II) dichloride (14.88 mg, 0.021 mmol) and K2CO3 (176 mg, 1.27 mmol) were added to a suspension of 7-chloro-5-methyl-2-(2-quinolin-2-yl-ethyl)-3,5-dihydro-2H-pyrrolo[3,4-c]pyridine-1,6-dione (150 mg, 0.424 mmol, see Example c4)) and pyridine-3-ylboronic acid (104 mg, 0.848 mmol) in DMF (3 ml)/water (0.6 ml) and the mixture was heated in a microwave at 130° C. for 30 min. The solvent was removed and the resulting solid was purified by preparative HPLC (system: Gils... Starting materials: C(C1=CC=CC=C1)N(C(CC1=C(C=CC=C1)Br)=O)C (N-benzyl-N-methyl-o-bromophenylacetamide), ClC1=C(N)C(=CC=C1)Cl (2,6-dichloroaniline), C([O-])([O-])=O.[K+].[K+] (potassium carbonate), cuprous bromide. The reagents and catalysts are [Cu] (copper). Solvent: C=1(C(=CC=CC1)C)C (xylene). Yields the product C(C1=CC=CC=C1)N(C(CC1=C(C=CC=C1)NC1=C(C=CC=C1Cl)Cl)=O)C (N-benzyl-N-methyl-o-(2,6-dichloroanilino)phenylacetamide). Isolated yield 60.6%. RXN SMILES: [CH2:1]([N:8]([CH3:19])[C:9](=[O:18])[CH2:10][C:11]1[CH:16]=[CH:15][CH:14]=[CH:13][C:12]=1Br)[C:2]1[CH:7]=[CH:6][CH:5]=[CH:4][CH:3]=1.[Cl:20][C:21]1[CH:27]=[CH:26][CH:25]=[C:24]([Cl:28])[C:22]=1[NH2:23].C(=O)([O-])[O-].[K+].[K+]>C1(C)C(C)=CC=CC=1.[Cu]>[CH2:1]([N:8]([CH3:19])[C:9](=[O:18])[CH2:10][C:11]1[CH:16]=[CH:15][CH:14]=[CH:13][C:12]=1[NH:23][C:22]1[C:21]([Cl:20])=[CH:27][CH:26]=[CH:25][C:24]=1[Cl:28])[C:2]1[CH:7]=[CH:6][CH:5]=[CH:4][CH:3]=1 |f:2.3.4|. Reported procedure: A mixture of 10.0 g (0.031 mole) of N-benzyl-N-methyl-o-bromophenylacetamide having a boiling point of 202° to 203° C. under 0.5 mmHg, 6.1 g (0.037 mole) of 2,6-dichloroaniline, 5.2 g (0.037 mole) of anhydrous potassium carbonate, 2.6 g of cuprous bromide and 2.6 g of copper powder was reacted in 150 ml of xylene for 72 hours to obtain 7.5 g of a colorless needle having a melting point of 85° to 86° C. The yield was 56.0%. Starting materials: CCO, [K+], Nc1nnc(Br)s1, [OH-], O, Sc1ccccc1. Yields the product Nc1nnc(Sc2ccccc2)s1. RXN SMILES: [CH3:18][CH2:19][OH:20].[K+:9].[NH2:10][c:11]1[s:12][c:13]([Br:16])[n:14][n:15]1.[OH-:8].[OH2:17].[SH:1][c:2]1[cH:3][cH:4][cH:5][cH:6][cH:7]1>>[S:1]([c:2]1[cH:3][cH:4][cH:5][cH:6][cH:7]1)[c:13]1[s:12][c:11]([NH2:10])[n:15][n:14]1.